Dataset: the Open Reaction Database (ORD), a public repository of structured organic reaction records. Task: describe an organic reaction: reactants, conditions, products, and yield Starting materials: F[C@H]1[C@@H](CN(C1)C1=NC(=C2N=CN(C2=N1)C(C)C)NC=1C=NN(C1)C)NC(OCC1=CC=CC=C1)=O (benzyl ((3R,4R)-4-fluoro-1-(9-isopropyl-6-((1-methyl-1H-pyrazol-4-yl)amino)-9H-purin-2-yl)pyrrolidin-3-yl)carbamate), C(=O)[O-].[NH4+] (ammonium formate), O (water). Solvent: C(C)O (ethanol). The product is N[C@@H]1CN(C[C@H]1F)C1=NC(=C2N=CN(C2=N1)C(C)C)NC=1C=NN(C1)C (2-((3R,4R)-3-amino-4-fluoropyrrolidin-1-yl)-9-isopropyl-N -(1-methyl-1H-pyrazol-4-yl)-9H-purin-6-amine). Isolated yield 94.6%. As a reaction SMILES: [F:1][C@@H:2]1[CH2:6][N:5]([C:7]2[N:15]=[C:14]3[C:10]([N:11]=[CH:12][N:13]3[CH:16]([CH3:18])[CH3:17])=[C:9]([NH:19][C:20]3[CH:21]=[N:22][N:23]([CH3:25])[CH:24]=3)[N:8]=2)[CH2:4][C@H:3]1[NH:26]C(=O)OCC1C=CC=CC=1.C([O-])=O.[NH4+].O>C(O)C>[NH2:26][C@H:3]1[C@H:2]([F:1])[CH2:6][N:5]([C:7]2[N:15]=[C:14]3[C:10]([N:11]=[CH:12][N:13]3[CH:16]([CH3:18])[CH3:17])=[C:9]([NH:19][C:20]3[CH:21]=[N:22][N:23]([CH3:25])[CH:24]=3)[N:8]=2)[CH2:4]1 |f:1.2|. Reported procedure: A mixture of benzyl ((3R,4R)-4-fluoro-1-(9-isopropyl-6-((1-methyl-1H-pyrazol-4-yl)amino)-9H-purin-2-yl)pyrrolidin-3-yl)carbamate (390 mg, 0.8 mmol), ammonium formate (514 mg, 8 mmol) in ethanol (20 mL) was degassed for 3 min and 10%-Pd/C (50 mg) was then added. The reaction was stirred and heated to gentle reflux for 45 min. The catalyst was removed by filtration and washed well with ethanol (40 mL). The combined liquors were concentrated to give a residue, which was taken into water (5 mL) and ... Reactants: ClC1=CC=NC2=CC(=C(C=C12)OC)OC (4-Chloro-6,7-dimethoxyquinoline), C1(=CC=CC=C1)P(CCCP(C1=CC=CC=C1)C1=CC=CC=C1)C1=CC=CC=C1 (1,3-bis(diphenylphosphino)propane), CN(C=O)C (N,N-dimethylformamide), CO (methanol). Reported procedure: 4-Chloro-6,7-dimethoxyquinoline (3 g, 13.45 mmol), palladium acetate (605 mg, 2.69 mmol) and 1,3-bis(diphenylphosphino)propane (1.39 g, 3.36 mmol) were added to a pressure tube then dissolved in N,N-dimethylformamide (25 mL). Carbon monoxide gas was bubbled through the mixture for 10-15 minutes. The reaction mixture was heated at 85° C. overnight. Additional palladium acetate (303 mg, 1.35 mmol), 1,3-bis(diphenylphosphino)propane (277 mg, 0.671 mmol) and methanol (2 mL) were added to the reactio... Reagents/catalysts: C(C)(=O)[O-].[Pd+2].C(C)(=O)[O-] (palladium acetate), C(C)(=O)[O-].[Pd+2].C(C)(=O)[O-] (palladium acetate), C1(=CC=CC=C1)P(CCCP(C1=CC=CC=C1)C1=CC=CC=C1)C1=CC=CC=C1 (1,3-bis(diphenylphosphino)propane). Product: COC=1C=C2C(=CC=NC2=CC1OC)C(=O)OC (methyl 6,7-dimethoxyquinoline-4-carboxylate). Reaction conditions: temperature 85 celsius. RXN SMILES: Cl[C:2]1[C:11]2[C:6](=[CH:7][C:8]([O:14][CH3:15])=[C:9]([O:12][CH3:13])[CH:10]=2)[N:5]=[CH:4][CH:3]=1.C1(P(C2C=CC=CC=2)CCCP(C2C=CC=CC=2)C2C=CC=CC=2)C=CC=CC=1.[CH3:45][OH:46].CN(C)[CH:49]=[O:50]>C([O-])(=O)C.[Pd+2].C([O-])(=O)C.C1(P(C2C=CC=CC=2)CCCP(C2C=CC=CC=2)C2C=CC=CC=2)C=CC=CC=1>[CH3:13][O:12][C:9]1[CH:10]=[C:11]2[C:6](=[CH:7][C:8]=1[O:14][CH3:15])[N:5]=[CH:4][CH:3]=[C:2]2[C:45]([O:50][CH3:49])=[O:46] |f:4.5.6|.